Dataset: the Open Reaction Database (ORD), a public repository of structured organic reaction records. Task: describe an organic reaction: reactants, conditions, products, and yield Reactants: ClC1=NC=C(C(=N1)NC1=CC2=C(C=C1)OCCO2)F (2-chloro-N4-(3,4-ethylenedioxyphenyl)-5-fluoro-4-pyrimidineamine), COC1=C(N)C=CC(=C1)OC (2,4-dimethoxyaniline). Yields the product COC1=C(C=CC(=C1)OC)NC1=NC=C(C(=N1)NC1=CC2=C(C=C1)OCCO2)F (N2-(2,4-dimethoxyphenyl)-N4-(3,4-ethylenedioxyphenyl)-5-fluoro-2,4-pyrimidinediamine). RXN SMILES: Cl[C:2]1[N:7]=[C:6]([NH:8][C:9]2[CH:14]=[CH:13][C:12]3[O:15][CH2:16][CH2:17][O:18][C:11]=3[CH:10]=2)[C:5]([F:19])=[CH:4][N:3]=1.[CH3:20][O:21][C:22]1[CH:28]=[C:27]([O:29][CH3:30])[CH:26]=[CH:25][C:23]=1[NH2:24]>>[CH3:20][O:21][C:22]1[CH:28]=[C:27]([O:29][CH3:30])[CH:26]=[CH:25][C:23]=1[NH:24][C:2]1[N:7]=[C:6]([NH:8][C:9]2[CH:14]=[CH:13][C:12]3[O:15][CH2:16][CH2:17][O:18][C:11]=3[CH:10]=2)[C:5]([F:19])=[CH:4][N:3]=1. Reported procedure: In like manner to the preparation of N4-(3,4-ethylenedioxyphenyl)-5-fluoro-N2-(3-hydroxyphenyl)-2,4-pyrimidinediamine, the reaction of 2-chloro-N4-(3,4-ethylenedioxyphenyl)-5-fluoro-4-pyrimidineamine with 2,4-dimethoxyaniline gave N2-(2,4-dimethoxyphenyl)-N4-(3,4-ethylenedioxyphenyl)-5-fluoro-2,4-pyrimidinediamine. 1H NMR (DMSO-d6): δ 10.35 (s, 1H), 8.14 (bd, 1H), 7.38 (d, 1H, J=9 Hz), 7.23 (s, 1H), 7.09 (d, 1H, J=8.7 Hz), 6.79 (d, 1H, J=8.7 Hz), 6.66 (d, 1H, J=2.4 Hz), 6.49 (dd, 1H, J=2.4 and 9... The reactants are FC1=C(C=CC=C1)C1=NC(C(N(C2=C1C=C(C=C2)[N+](=O)[O-])C)=O)(C)C (5-(o-fluorphenyl)-1,3-dihydro-1,3,3-trimethyl-7-nitro-2H-1,4-benzodiazepin-2-one), ClC1=CC(=CC=2C(=NC(C(N(C21)C)=O)(C)C)C2=C(C=CC=C2)Cl)[N+](=O)[O-] (9-chloro-5-(o-chlorophenyl)-1,3-dihydro-1,3,3-trimethyl-7-nitro-2H-1,4-benzodiazepin-2-one). The solvent is CCOCC.CCCCCC (ether n-hexane). Product: ClC1=CC(=CC=2C(=NC(C(NC21)=O)(C)C)C2=C(C=CC=C2)Cl)[N+](=O)[O-] (9-chloro-5-(o-chlorophenyl)-1,3-dihydro-3,3-dimethyl-7-nitro-2H-1,4-benzodiazepin-2-one). Reaction SMILES: FC1C=CC=CC=1C1C2C=C([N+]([O-])=O)C=CC=2N(C)C(=O)C(C)(C)N=1.[Cl:26][C:27]1[C:37]2[N:36](C)[C:35](=[O:39])[C:34]([CH3:41])([CH3:40])[N:33]=[C:32]([C:42]3[CH:47]=[CH:46][CH:45]=[CH:44][C:43]=3[Cl:48])[C:31]=2[CH:30]=[C:29]([N+:49]([O-:51])=[O:50])[CH:28]=1>CCOCC.CCCCCC>[Cl:26][C:27]1[C:37]2[NH:36][C:35](=[O:39])[C:34]([CH3:41])([CH3:40])[N:33]=[C:32]([C:42]3[CH:47]=[CH:46][CH:45]=[CH:44][C:43]=3[Cl:48])[C:31]=2[CH:30]=[C:29]([N+:49]([O-:51])=[O:50])[CH:28]=1 |f:2.3|. Reported procedure: From 3.1 g (0.0082 mol) of 9-chloro-5-(o-chlorophenyl)-1,3-dihydro-3,3-dimethyl-7-nitro-2H-1,4-benzodiazepin-2-one there is obtained, in analogy to the details in paragraph (c) of Example 1, 9-chloro-5-(o-chlorophenyl)-1,3-dihydro-1,3,3-trimethyl-7-nitro-2H-1,4-benzodiazepin-2-one of melting point 121° (ether/n-hexane). Starting materials: ClC1=CC(=CC(=C1)I)Cl (1,3-dichloro-5-iodobenzene), COC(C1=CC(=CC=C1)CN(C(C#CC1=CC=CC=C1)=O)C1=CC=CC=C1)=O (3-{[phenyl-(3-phenyl propynoyl)-amino]-methyl}-benzoic acid methyl ester). The product is COC(C1=CC(=CC=C1)CN1C(/C(/C2=CC=CC=C12)=C(\C1=CC=CC=C1)/C1=CC(=CC(=C1)Cl)Cl)=O)=O (3-{3-[1-(3,5-Dichloro-phenyl)-1-phenyl-meth-(E)-ylidene]-2-oxo-2,3-dihydro-indol-1-ylmethyl}-benzoic acid methyl ester). Reaction SMILES: [Cl:1][C:2]1[CH:7]=[C:6](I)[CH:5]=[C:4]([Cl:9])[CH:3]=1.[CH3:10][O:11][C:12](=[O:37])[C:13]1[CH:18]=[CH:17][CH:16]=[C:15]([CH2:19][N:20]([C:31]2[CH:36]=[CH:35][CH:34]=[CH:33][CH:32]=2)[C:21](=[O:30])[C:22]#[C:23][C:24]2[CH:29]=[CH:28][CH:27]=[CH:26][CH:25]=2)[CH:14]=1>>[CH3:10][O:11][C:12](=[O:37])[C:13]1[CH:18]=[CH:17][CH:16]=[C:15]([CH2:19][N:20]2[C:31]3[C:36](=[CH:35][CH:34]=[CH:33][CH:32]=3)/[C:22](=[C:23](\[C:6]3[CH:7]=[C:2]([Cl:1])[CH:3]=[C:4]([Cl:9])[CH:5]=3)/[C:24]3[CH:25]=[CH:26][CH:27]=[CH:28][CH:29]=3)/[C:21]2=[O:30])[CH:14]=1. Procedure: The title compound was prepared in analogy to Example 5 starting from 1,3-dichloro-5-iodobenzene (commercially available) and 3-{[phenyl-(3-phenyl propynoyl)-amino]-methyl}-benzoic acid methyl ester. 1H NMR (300 Hz, CDCl3): δppm 3.92 (s, 3H), 4.95 (s, 2H), 6.47 (d, 1H), 6.65-6.78 (m, 2H), 7.13 (t, 2H), 7.33-7.43 (m, 8H), 7.52 (d, 1H), 7.93 (d, 1H), 8.01 (s, 1H). Reactants: C(C)(=O)OCC(CCC1=CC=C(C=C1)C(CCCCCCC)=O)(CC)NC(C)=O (2-acetamido-2-ethyl-4-(4-octanoylphenyl)butyl acetate), C(C)OC(C(C(=O)OCC)CC)=O (ethylmalonic acid diethyl ester). Product: NC(CO)(CCC1=CC=C(C=C1)C(CCCCCCC)O)CC (2-Amino-2-ethyl-4-[4-(1-hydroxyoctyl)phenyl]butanol). RXN SMILES: C([O:4][CH2:5][C:6]([NH:26]C(=O)C)([CH2:24][CH3:25])[CH2:7][CH2:8][C:9]1[CH:14]=[CH:13][C:12]([C:15](=[O:23])[CH2:16][CH2:17][CH2:18][CH2:19][CH2:20][CH2:21][CH3:22])=[CH:11][CH:10]=1)(=O)C.C(OC(=O)C(CC)C(OCC)=O)C>>[NH2:26][C:6]([CH2:24][CH3:25])([CH2:7][CH2:8][C:9]1[CH:10]=[CH:11][C:12]([CH:15]([OH:23])[CH2:16][CH2:17][CH2:18][CH2:19][CH2:20][CH2:21][CH3:22])=[CH:13][CH:14]=1)[CH2:5][OH:4]. Reported procedure: In working example 77, 2-acetamido-2-ethyl-4-(4-octanoylphenyl)butyl acetate obtained by using ethylmalonic acid diethyl ester instead of propylmalonic acid diethyl ester, is treated in the same manners as working example 79 and then working example 80 to give the subject compound. Starting materials: ClC=1C2=C(N=CN1)N(C=C2C2=CC=C(C=C2)OC2=CC=CC=C2)CC(CO)O (3-[4-Chloro-5-(4-phenoxyphenyl)-7H-pyrrolo[2,3-d]pyrimidine-7-yl]propan-1,2-diol), N (ammonia). The solvent is O1CCOCC1 (1,4-dioxane). Conditions: temperature 120 celsius. Product: NC=1C2=C(N=CN1)N(C=C2C2=CC=C(C=C2)OC2=CC=CC=C2)CC(CO)O (3-[4-amino-5-(4-phenoxyphenyl)-7H-pyrrolo[2,3-d]pyrimidin-7-yl]propan-1,2-diol). Reaction SMILES: Cl[C:2]1[C:3]2[C:10]([C:11]3[CH:16]=[CH:15][C:14]([O:17][C:18]4[CH:23]=[CH:22][CH:21]=[CH:20][CH:19]=4)=[CH:13][CH:12]=3)=[CH:9][N:8]([CH2:24][CH:25]([OH:28])[CH2:26][OH:27])[C:4]=2[N:5]=[CH:6][N:7]=1.[NH3:29]>O1CCOCC1>[NH2:29][C:2]1[C:3]2[C:10]([C:11]3[CH:16]=[CH:15][C:14]([O:17][C:18]4[CH:23]=[CH:22][CH:21]=[CH:20][CH:19]=4)=[CH:13][CH:12]=3)=[CH:9][N:8]([CH2:24][CH:25]([OH:28])[CH2:26][OH:27])[C:4]=2[N:5]=[CH:6][N:7]=1. Procedure: 3-[4-Chloro-5-(4-phenoxyphenyl)-7H-pyrrolo[2,3-d]pyrimidine-7-yl]propan-1,2-diol (0.6 g) was dissolved in 1,4-dioxane (60 ml) and concentrated aqueous ammonia (60 ml, S.G. 0.880) was added. The mixture was stirred and heated at 120° C. for 18 hours in a pressure vessel. The mixture was evaporated under reduced pressure to give a residue which was partitioned between water and ethyl acetate. The ethyl acetate layer was separated, washed with water, dried and evaporated to give a residue which was... The product is C1OC=2C(=CC3=C(CC(NN=C3C3=CC=CC=C3)=O)C2)O1 (7,8-Methylenedioxy-1-phenyl-3,5-dihydro-2,3-benzodiazepin-4(4H)-one). Reactants: C(C1=CC=CC=C1)(=O)C1=C(C=C2C(=C1)OCO2)CC(=O)OC (methyl 2-benzoyl-4,5-methylenedioxyphenylacetate), O.NN (hydrazine hydrate). Solvent: C(C)O (ethanol). As a reaction SMILES: [C:1]([C:9]1[CH:14]=[C:13]2[O:15][CH2:16][O:17][C:12]2=[CH:11][C:10]=1[CH2:18][C:19]([O:21]C)=O)(=O)[C:2]1[CH:7]=[CH:6][CH:5]=[CH:4][CH:3]=1.O.[NH2:24][NH2:25]>C(O)C>[CH2:16]1[O:15][C:13]2=[CH:14][C:9]3[C:1]([C:2]4[CH:7]=[CH:6][CH:5]=[CH:4][CH:3]=4)=[N:25][NH:24][C:19](=[O:21])[CH2:18][C:10]=3[CH:11]=[C:12]2[O:17]1 |f:1.2|. Reported procedure: A solution of methyl 2-benzoyl-4,5-methylenedioxyphenylacetate (110 mg, 0.37 mmol) and hydrazine hydrate (30 μL, 0.53 mmol) in ethanol (15 mL) was refluxed for 5 days. The solvent was removed in vacuo and the resulting residue was separated by chromatography to yield the title compound (30 mg, 0.11 mmol, 29%), mp, 182°-184° C. 1H NMR (CDCl3) 8.59 (s, 1H), 7.60-7.41 (m, 5H), 6.83 (s, 1H), 6.63 (s, 1H), 6.03 (s, 2H), 3.46 (s, 2H). Anal. Calcd. for C16H12N2O3.0.25H2O: C, 67.48; H, 4.42; N, 9.84. Fo... Yield: 29.7%. The reactants are BrC=1C=C2C=3C=CC(=CC3NC2=C(C1)C(N)=O)C(=O)OCC (ethyl 6-bromo-8-carbamoyl-9H-carbazole-2-carboxylate), FC=1C=C(C=CC1OC)B1OC(C(O1)(C)C)(C)C (2-(3-fluoro-4-methoxyphenyl)-4,4,5,5-tetramethyl-1,3,2-dioxaborolane), C(=O)([O-])[O-].[Na+].[Na+] (Na2CO3), CO (MeOH). The reagents and catalysts are C=1C=CC(=CC1)[P](C=2C=CC=CC2)(C=3C=CC=CC3)[Pd]([P](C=4C=CC=CC4)(C=5C=CC=CC5)C=6C=CC=CC6)([P](C=7C=CC=CC7)(C=8C=CC=CC8)C=9C=CC=CC9)[P](C=1C=CC=CC1)(C=1C=CC=CC1)C=1C=CC=CC1 (Pd(Ph3P)4). Solvent: C1(=CC=CC=C1)C (Toluene). Reaction conditions: temperature 105 celsius. The product is C(N)(=O)C=1C=C(C=C2C=3C=CC(=CC3NC12)C(=O)OCC)C1=CC(=C(C=C1)OC)F (ethyl 8-carbamoyl-6-(3-fluoro-4-methoxyphenyl)-9H-carbazole-2-carboxylate). The yield is 124.6%. RXN SMILES: Br[C:2]1[CH:3]=[C:4]2[C:12](=[C:13]([C:15](=[O:17])[NH2:16])[CH:14]=1)[NH:11][C:10]1[CH:9]=[C:8]([C:18]([O:20][CH2:21][CH3:22])=[O:19])[CH:7]=[CH:6][C:5]2=1.[F:23][C:24]1[CH:25]=[C:26](B2OC(C)(C)C(C)(C)O2)[CH:27]=[CH:28][C:29]=1[O:30][CH3:31].C([O-])([O-])=O.[Na+].[Na+].CO>C1C=CC([P]([Pd]([P](C2C=CC=CC=2)(C2C=CC=CC=2)C2C=CC=CC=2)([P](C2C=CC=CC=2)(C2C=CC=CC=2)C2C=CC=CC=2)[P](C2C=CC=CC=2)(C2C=CC=CC=2)C2C=CC=CC=2)(C2C=CC=CC=2)C2C=CC=CC=2)=CC=1.C1(C)C=CC=CC=1>[C:15]([C:13]1[CH:14]=[C:2]([C:26]2[CH:27]=[CH:28][C:29]([O:30][CH3:31])=[C:24]([F:23])[CH:25]=2)[CH:3]=[C:4]2[C:12]=1[NH:11][C:10]1[CH:9]=[C:8]([C:18]([O:20][CH2:21][CH3:22])=[O:19])[CH:7]=[CH:6][C:5]2=1)(=[O:17])[NH2:16] |f:2.3.4,^1:52,54,73,92|. Procedure details: A 250 ml pressure flask was loaded with ethyl 6-bromo-8-carbamoyl-9H-carbazole-2-carboxylate (1.39 g, 3.85 mmol, Example 58C), Pd(Ph3P)4 (280 mg, 0.242 mmol), 2-(3-fluoro-4-methoxyphenyl)-4,4,5,5-tetramethyl-1,3,2-dioxaborolane (1.30 g, 5.16 mmol), aqueous Na2CO3 (4.2 ml, 8.40 mmol), MeOH (21.00 ml) and Toluene (42 ml), flushed with nitrogen, sealed and heated to 105° C. for 4 hours in an oil bath. The reaction mixture was filtered and the collected solid washed with water. The filtrate was acid...